From a dataset of the Open Reaction Database (ORD), a public repository of structured organic reaction records. describe an organic reaction: reactants, conditions, products, and yield Starting materials: FCC(CF)OC1=CC=C(C=C1)[N+](=O)[O-] (p-(1,3-difluoro-2-propoxy)nitrobenzene), Cl[Sn]Cl (SnCl2), [OH-].[Na+] (NaOH). Solvent: C(C)O (ethanol). Product: FCC(CF)OC1=CC=C(C=C1)N (4-(1,3-Difluoro-2-propoxy)benzeneamine). RXN SMILES: [F:1][CH2:2][CH:3]([O:6][C:7]1[CH:12]=[CH:11][C:10]([N+:13]([O-])=O)=[CH:9][CH:8]=1)[CH2:4][F:5].Cl[Sn]Cl.[OH-].[Na+]>C(O)C>[F:1][CH2:2][CH:3]([O:6][C:7]1[CH:12]=[CH:11][C:10]([NH2:13])=[CH:9][CH:8]=1)[CH2:4][F:5] |f:2.3|. Procedure: 3.4 g (15.7 mmol) of p-(1,3-difluoro-2-propoxy)nitrobenzene, 17.7 g (78.5 mmol) of SnCl2 ·2H2O and 35 ml of absolute ethanol were heated together at reflux for 1 hour. The reaction mixture was poured over ice, made basic with 50 percent aqueous NaOH and extracted three times into ether. The combined ether extracts were washed two times with water, dried over MgSO4 and filtered. Hydrogen chloride gas was bubbled into the ether solution causing the above-named aniline to precipitate as the hydroch... Reactants: [Li]C(C)(C)C (tBuLi), CC(C)(C)OC(=O)N(C1=NC=C(C2=C1C(=CO2)C=2C=C1CCN(C1=CC2)C(=O)OC(C)(C)C)I)C(=O)OC(C)(C)C (1,1-dimethylethyl 5-[4-(bis{[(1,1-dimethylethyl)oxy]carbonyl}amino)-7-iodofuro[3,2-c]pyridin-3-yl]-2,3-dihydro-1H-indole-1-carboxylate), ClC(C(Cl)(Cl)Cl)(Cl)Cl (hexachloroethane). The solvent is C1CCOC1 (THF), C1CCOC1 (THF). Run at time 15 minute. Product: CC(C)(C)OC(=O)N(C1=NC=C(C2=C1C(=CO2)C=2C=C1CCN(C1=CC2)C(=O)OC(C)(C)C)Cl)C(=O)OC(C)(C)C (1,1-dimethylethyl 5-[4-(bis{[(1,1-dimethylethyl)oxy]carbonyl}amino)-7-chlorofuro[3,2-c]pyridin-3-yl]-2,3-dihydro-1H-indole-1-carboxylate). Isolated yield 30.5%. RXN SMILES: [Li]C(C)(C)C.[CH3:6][C:7]([O:10][C:11]([N:13]([C:40]([O:42][C:43]([CH3:46])([CH3:45])[CH3:44])=[O:41])[C:14]1[C:19]2[C:20]([C:23]3[CH:24]=[C:25]4[C:29](=[CH:30][CH:31]=3)[N:28]([C:32]([O:34][C:35]([CH3:38])([CH3:37])[CH3:36])=[O:33])[CH2:27][CH2:26]4)=[CH:21][O:22][C:18]=2[C:17](I)=[CH:16][N:15]=1)=[O:12])([CH3:9])[CH3:8].[Cl:47]C(Cl)(Cl)C(Cl)(Cl)Cl>C1COCC1>[CH3:6][C:7]([O:10][C:11]([N:13]([C:40]([O:42][C:43]([CH3:46])([CH3:45])[CH3:44])=[O:41])[C:14]1[C:19]2[C:20]([C:23]3[CH:24]=[C:25]4[C:29](=[CH:30][CH:31]=3)[N:28]([C:32]([O:34][C:35]([CH3:38])([CH3:37])[CH3:36])=[O:33])[CH2:27][CH2:26]4)=[CH:21][O:22][C:18]=2[C:17]([Cl:47])=[CH:16][N:15]=1)=[O:12])([CH3:9])[CH3:8]. Reported procedure: tBuLi (1.7 M in pentane) (0.59 mL, 1.003 mmol) was added dropwise to a solution of 1,1-dimethylethyl 5-[4-(bis{[(1,1-dimethylethyl)oxy]carbonyl}amino)-7-iodofuro[3,2-c]pyridin-3-yl]-2,3-dihydro-1H-indole-1-carboxylate (307 mg, 0.453 mmol) in THF (7 mL) at −78° C. under Nitrogen. The mixture was stirred at that temperature for 15 minutes, then a solution of hexachloroethane (217 mg, 0.917 mmol) in THF (3 mL) was added dropwise. The reaction was stirred and allowed to slowly warm from −78° C. to r... Starting materials: Cc1ccc([N+](=O)[O-])cc1N1CCN(C(=O)OC(C)(C)C)CC1, CCO, [NH4+], O. The product is Cc1ccc(N)cc1N1CCN(C(=O)OC(C)(C)C)CC1. As a reaction SMILES: [C:1]([CH3:2])([CH3:3])([CH3:4])[O:5][C:6](=[O:7])[N:8]1[CH2:9][CH2:10][N:11]([c:14]2[c:15]([CH3:23])[cH:16][cH:17][c:18]([N+:20]([O-:21])=[O:22])[cH:19]2)[CH2:12][CH2:13]1.[CH3:25][CH2:26][OH:27].[NH4+:24].[OH2:28]>>[C:1]([CH3:2])([CH3:3])([CH3:4])[O:5][C:6](=[O:7])[N:8]1[CH2:9][CH2:10][N:11]([c:14]2[c:15]([CH3:23])[cH:16][cH:17][c:18]([NH2:20])[cH:19]2)[CH2:12][CH2:13]1. Yields the product CC(C)c1cccc(-c2ccc(SCc3ccccc3)nc2)c1. As a reaction SMILES: [Cl:11][c:12]1[n:13][cH:14][c:15](-[c:18]2[cH:19][c:20]([CH:24]([CH3:25])[CH3:26])[cH:21][cH:22][cH:23]2)[cH:16][cH:17]1.[H-:10].[Na+:9].[O:27]=[CH:28][N:29]([CH3:30])[CH3:31].[c:1]1([CH2:7][SH:8])[cH:2][cH:3][cH:4][cH:5][cH:6]1>>[c:1]1([CH2:7][S:8][c:12]2[n:13][cH:14][c:15](-[c:18]3[cH:19][c:20]([CH:24]([CH3:25])[CH3:26])[cH:21][cH:22][cH:23]3)[cH:16][cH:17]2)[cH:2][cH:3][cH:4][cH:5][cH:6]1. Starting materials: CC(C)c1cccc(-c2ccc(Cl)nc2)c1, [H-], [Na+], CN(C)C=O, SCc1ccccc1.